From a dataset of the Open Reaction Database (ORD), a public repository of structured organic reaction records. describe an organic reaction: reactants, conditions, products, and yield Starting materials: N(O)=C(C(=O)OCC)C(=O)C (ethyl 2-oximinoacetoacetate), ClC1=C(CN)C=CC=C1 (2-chlorobenzylamine). The solvent is C(C)#N (acetonitrile). Product: C(C)OC(=O)C=1N=C(NC1C)C1=C(C=CC=C1)Cl (2-(2-Chloro-phenyl)-5-methyl-1H-imidazole-4-carboxylic acid ethyl ester). As a reaction SMILES: [N:1](=[C:3]([C:9]([CH3:11])=O)[C:4]([O:6][CH2:7][CH3:8])=[O:5])O.[Cl:12][C:13]1[CH:20]=[CH:19][CH:18]=[CH:17][C:14]=1[CH2:15][NH2:16]>C(#N)C>[CH2:7]([O:6][C:4]([C:3]1[N:1]=[C:15]([C:14]2[CH:17]=[CH:18][CH:19]=[CH:20][C:13]=2[Cl:12])[NH:16][C:9]=1[CH3:11])=[O:5])[CH3:8]. Procedure details: To a solution of 8.5 g of ethyl 2-oximinoacetoacetate in acetonitrile (100 ml) was added 7.5 ml of 2-chlorobenzylamine. The reaction mixture was then refluxed for 4 hours under argon atmosphere. After such time the reaction mixture was then concentrated in vacuo and the residue was triturated with warm ethylacetate for 10 minutes. After allowing to cool down to room temperature the solid was filtered and dried in vacuo to yield 11.3 g of a white powder, MS (ISP) 265.1 (M+H)+. Reactants: CC#N, CCOC(C)=O, CCOC(=O)Cl, c1ccncc1, Nc1ccc2oc3c(c2c1)CCCCC3. Product: CCOC(=O)Nc1ccc2oc3c(c2c1)CCCCC3. Reaction SMILES: [CH3:28][C:29]#[N:30].[CH3:31][CH2:32][O:33][C:34](=[O:35])[CH3:36].[Cl:1][C:2](=[O:3])[O:4][CH2:5][CH3:6].[cH:22]1[cH:23][cH:24][n:25][cH:26][cH:27]1.[cH:7]1[c:8]([NH2:21])[cH:9][cH:10][c:11]2[o:12][c:13]3[c:14]([c:15]12)[CH2:16][CH2:17][CH2:18][CH2:19][CH2:20]3>>[C:2](=[O:3])([O:4][CH2:5][CH3:6])[NH:21][c:8]1[cH:7][c:15]2[c:11]([cH:10][cH:9]1)[o:12][c:13]1[c:14]2[CH2:16][CH2:17][CH2:18][CH2:19][CH2:20]1. Reactants: CC(=O)O[BH-](OC(C)=O)OC(C)=O, C=O, CC(=O)O, ClCCCl, Nc1cccc(-c2ccc3c(N)c(C(=O)c4ccc(Cl)cc4Cl)oc3c2)c1, [Na+]. The product is CNc1cccc(-c2ccc3c(N)c(C(=O)c4ccc(Cl)cc4Cl)oc3c2)c1. Reaction SMILES: [C:30]([O:31][BH-:32]([O:33][C:34](=[O:35])[CH3:36])[O:37][C:38](=[O:39])[CH3:40])(=[O:41])[CH3:42].[CH2:28]=[O:29].[CH3:44][C:45](=[O:46])[OH:47].[Cl:48][CH2:49][CH2:50][Cl:51].[NH2:1][c:2]1[c:3]([C:18](=[O:19])[c:20]2[c:21]([Cl:27])[cH:22][c:23]([Cl:26])[cH:24][cH:25]2)[o:4][c:5]2[c:6]1[cH:7][cH:8][c:9](-[c:11]1[cH:12][c:13]([NH2:17])[cH:14][cH:15][cH:16]1)[cH:10]2.[Na+:43]>>[NH2:1][c:2]1[c:3]([C:18](=[O:19])[c:20]2[c:21]([Cl:27])[cH:22][c:23]([Cl:26])[cH:24][cH:25]2)[o:4][c:5]2[c:6]1[cH:7][cH:8][c:9](-[c:11]1[cH:12][c:13]([NH:17][CH3:30])[cH:14][cH:15][cH:16]1)[cH:10]2. The reactants are FC(F)(F)c1cccnc1N1CCNCC1, O=C(O)C1CN(S(=O)(=O)c2ccccc2)C(=O)N1c1ccccc1Cl. The product is O=C(C1CN(S(=O)(=O)c2ccccc2)C(=O)N1c1ccccc1Cl)N1CCN(c2ncccc2C(F)(F)F)CC1. Reaction SMILES: [F:26][C:27]([c:28]1[c:29]([N:34]2[CH2:35][CH2:36][NH:37][CH2:38][CH2:39]2)[n:30][cH:31][cH:32][cH:33]1)([F:40])[F:41].[c:1]1([S:7](=[O:8])(=[O:9])[N:10]2[C:11](=[O:25])[N:12]([c:18]3[c:19]([Cl:24])[cH:20][cH:21][cH:22][cH:23]3)[CH:13]([C:15](=[O:16])[OH:17])[CH2:14]2)[cH:2][cH:3][cH:4][cH:5][cH:6]1>>[c:1]1([S:7](=[O:8])(=[O:9])[N:10]2[C:11](=[O:25])[N:12]([c:18]3[c:19]([Cl:24])[cH:20][cH:21][cH:22][cH:23]3)[CH:13]([C:15](=[O:16])[N:37]3[CH2:36][CH2:35][N:34]([c:29]4[c:28]([C:27]([F:26])([F:40])[F:41])[cH:33][cH:32][cH:31][n:30]4)[CH2:39][CH2:38]3)[CH2:14]2)[cH:2][cH:3][cH:4][cH:5][cH:6]1. Starting materials: C#Cc1cccc2c(=O)c(-c3ccc(C4(NC(=O)OC(C)(C)C)CCC4)cc3)c(-c3ccccc3)oc12, O=C(O)C(F)(F)F, NC1(c2ccc(-c3c(-c4ccccc4)oc4ccc(F)cc4c3=O)cc2)CCC1. RXN SMILES: [C:30]([O:31][C:32](=[O:33])[NH:36][C:37]1([c:41]2[cH:42][cH:43][c:44](-[c:47]3[c:48](-[c:60]4[cH:61][cH:62][cH:63][cH:64][cH:65]4)[o:49][c:50]4[c:51]([C:58]#[CH:59])[cH:52][cH:53][cH:54][c:55]4[c:56]3=[O:57])[cH:45][cH:46]2)[CH2:38][CH2:39][CH2:40]1)([CH3:34])([CH3:35])[CH3:66].[F:67][C:68]([F:69])([F:70])[C:71]([OH:72])=[O:73].[NH2:1][C:2]1([c:3]2[cH:4][cH:5][c:6](-[c:7]3[c:8](=[O:9])[c:10]4[c:11]([cH:12][cH:13][c:14]([F:15])[cH:16]4)[o:17][c:18]3-[c:19]3[cH:20][cH:21][cH:22][cH:23][cH:24]3)[cH:25][cH:26]2)[CH2:27][CH2:28][CH2:29]1>>[NH2:36][C:37]1([c:41]2[cH:42][cH:43][c:44](-[c:47]3[c:48](-[c:60]4[cH:61][cH:62][cH:63][cH:64][cH:65]4)[o:49][c:50]4[c:51]([C:58]#[CH:59])[cH:52][cH:53][cH:54][c:55]4[c:56]3=[O:57])[cH:45][cH:46]2)[CH2:38][CH2:39][CH2:40]1. The product is C#Cc1cccc2c(=O)c(-c3ccc(C4(N)CCC4)cc3)c(-c3ccccc3)oc12. Starting materials: N1CCOCC1 (morpholine), IC1=CC=C(C=C1)S(=O)(=O)Cl (4-iodobenzenesulfonyl chloride). The product is IC1=CC=C(C=C1)S(=O)(=O)N1CCOCC1 (4-[(4-iodophenyl)sulfonyl]morpholine). RXN SMILES: [NH:1]1[CH2:6][CH2:5][O:4][CH2:3][CH2:2]1.[I:7][C:8]1[CH:13]=[CH:12][C:11]([S:14](Cl)(=[O:16])=[O:15])=[CH:10][CH:9]=1>>[I:7][C:8]1[CH:13]=[CH:12][C:11]([S:14]([N:1]2[CH2:6][CH2:5][O:4][CH2:3][CH2:2]2)(=[O:16])=[O:15])=[CH:10][CH:9]=1. Procedure: The title compound was prepared from morpholine and 4-iodobenzenesulfonyl chloride using a similar procedure to that described for Description 30. Reactants: N1C(=O)C(=O)C2=CC=CC=C12 (Isatin), N1C(=O)C(=O)C2=CC=CC=C12 (Isatin), [OH-].[K+] (potassium hydroxide), ( 2 ). Solvent: O (water), O (water). Reaction conditions: temperature 50 celsius. Yields the product C1=CC=C2C(=C1)C=C3C=CC=CC3=N2 (acridine acid). As a reaction SMILES: [NH:1]1[C:11]2[C:6](=[CH:7][CH:8]=[CH:9][CH:10]=2)[C:4](=O)[C:2]1=O.[OH-].[K+]>O>[CH:4]1[CH:2]=[C:2]2[CH:4]=[C:6]3[C:11](=[N:1][C:8]2=[CH:7][CH:6]=1)[CH:10]=[CH:9][CH:8]=[CH:7]3 |f:1.2|. Procedure details: Isatin (1) (1.88 g) was slowly added to a solution of potassium hydroxide (5.07 g, 0.09 mole) dissolved in water (3.5 ml). The reaction flask was heated to about 50° C. in an oil bath. About 10 ml more water was added dropwise. Resorcinal (2) (10 g, 0.089 mole) was added and the temperature was raised to 100° C. as stirring was continued, resulting in the formation of a molten mixture. More isatin (1) (1.88 g) was added. The reaction flask (3-necked round bottom) was attached to a nitrogen inlet... Starting materials: B, CCc1cc2c(cc1C(F)(F)F)N(C(=O)OC(C)(C)C)CCCC2=O, CSC, CO, ClCCl. The product is CCc1cc2c(cc1C(F)(F)F)N(C(=O)OC(C)(C)C)CCCC2O. RXN SMILES: [BH3:4].[CH2:5]([CH3:6])[c:7]1[cH:8][c:9]2[c:10]([cH:24][c:25]1[C:26]([F:27])([F:28])[F:29])[N:11]([C:17](=[O:18])[O:19][C:20]([CH3:21])([CH3:22])[CH3:23])[CH2:12][CH2:13][CH2:14][C:15]2=[O:16].[CH3:1][S:2][CH3:3].[CH3:30][OH:31].[Cl:32][CH2:33][Cl:34]>>[CH2:5]([CH3:6])[c:7]1[cH:8][c:9]2[c:10]([cH:24][c:25]1[C:26]([F:27])([F:28])[F:29])[N:11]([C:17](=[O:18])[O:19][C:20]([CH3:21])([CH3:22])[CH3:23])[CH2:12][CH2:13][CH2:14][CH:15]2[OH:16]. Solvent: C1(=CC=CC=C1)C (toluene). Conditions: temperature 150 celsius. Yield: 72.6%. Procedure details: A 500 mL round bottom flask was charged with pyrogallol (25 g, 0.198 mol), triethyl orthoformate (40 mL, 35.6 g, 0.240 mol), toluene (250 mL) and Amberlyst-15 (2.40 g). A 40 cm long B24 reflux condenser was attached and on top of this a distillation head was connected to a condenser, receiver adaptor and 100 mL collecting flask. The reaction mixture was stirred and heated under reflux at a metal block temperature of 150° C. for 1 h. The water flow to the is reflux condenser was stopped and the w... Reactants: C1(O)=C(O)C(O)=CC=C1 (pyrogallol), C(OCC)(OCC)OCC (triethyl orthoformate), OC1=C(C=O)C=CC(=C1O)C (2,3-Dihydroxy-4-methylbenzaldehyde). RXN SMILES: [C:1]1([CH:9]=[CH:8][CH:7]=[C:5]([OH:6])[C:3]=1[OH:4])[OH:2].[CH:10](OCC)(OCC)[O:11][CH2:12][CH3:13].OC1C(O)=C(C)C=CC=1C=O>C1(C)C=CC=CC=1>[CH2:12]([O:11][CH:10]1[O:2][C:1]2[CH:9]=[CH:8][CH:7]=[C:5]([OH:6])[C:3]=2[O:4]1)[CH3:13]. Product: C(C)OC1OC2=C(O1)C=CC=C2O (2-Ethoxy-1,3-benzodioxol-4-ol). Starting materials: ClC1=CC=C(C=C1)C(C=1C=C2C(=CC(=NC2=CC1)O)NC1CCN(CC1)CC=1C=C(C(=O)OC)C=CC1)C1=CC=C(C=C1)Cl (methyl 3-[[4-([6-[bis(4-chlorophenyl)methyl]-2-hydroxyquinolin-4-yl]amino)piperidin-1-yl]methyl]benzoate), [OH-].[Na+] (sodium hydroxide). The solvent is CO (methanol). Run at temperature 30 celsius, time 8 hour. Yields the product ClC1=CC=C(C=C1)C(C=1C=C2C(=CC(=NC2=CC1)O)NC1CCN(CC1)CC=1C=C(C(=O)O)C=CC1)C1=CC=C(C=C1)Cl (3-[[4-([6-[bis(4-chlorophenyl)methyl]-2-hydroxyquinolin-4-yl]amino)piperidin-1-yl]methyl]benzoic acid). As a reaction SMILES: [Cl:1][C:2]1[CH:7]=[CH:6][C:5]([CH:8]([C:38]2[CH:43]=[CH:42][C:41]([Cl:44])=[CH:40][CH:39]=2)[C:9]2[CH:10]=[C:11]3[C:16](=[CH:17][CH:18]=2)[N:15]=[C:14]([OH:19])[CH:13]=[C:12]3[NH:20][CH:21]2[CH2:26][CH2:25][N:24]([CH2:27][C:28]3[CH:29]=[C:30]([CH:35]=[CH:36][CH:37]=3)[C:31]([O:33]C)=[O:32])[CH2:23][CH2:22]2)=[CH:4][CH:3]=1.[OH-].[Na+]>CO>[Cl:44][C:41]1[CH:42]=[CH:43][C:38]([CH:8]([C:5]2[CH:4]=[CH:3][C:2]([Cl:1])=[CH:7][CH:6]=2)[C:9]2[CH:10]=[C:11]3[C:16](=[CH:17][CH:18]=2)[N:15]=[C:14]([OH:19])[CH:13]=[C:12]3[NH:20][CH:21]2[CH2:22][CH2:23][N:24]([CH2:27][C:28]3[CH:29]=[C:30]([CH:35]=[CH:36][CH:37]=3)[C:31]([OH:33])=[O:32])[CH2:25][CH2:26]2)=[CH:39][CH:40]=1 |f:1.2|. Procedure details: Into a 100-mL round-bottom flask, was placed methyl 3-[[4-([6-[bis(4-chlorophenyl)methyl]-2-hydroxyquinolin-4-yl]amino)piperidin-1-yl]methyl]benzoate (80 mg, 0.13 mmol, 1.00 equip), methanol (20 mL), and 1M sodium hydroxide (20 mL). The resulting solution was stirred overnight at 30° C. The resulting mixture was concentrated under vacuum. The pH value of the solution was adjusted to 5-6 with 10% HCl. The solids were collected by filtration to yield 3-[[4-([6-[bis(4-chlorophenyl)methyl]-2-hydroxy...